From a dataset of the Open Reaction Database (ORD), a public repository of structured organic reaction records. describe an organic reaction: reactants, conditions, products, and yield Reactants: CCCCO, O, CC(O)[PH](=O)O, c1ccccc1. Product: CCCCO[PH](=O)C(C)O. As a reaction SMILES: [CH2:7]([CH2:8][CH2:9][CH3:10])[OH:11].[OH2:12].[OH:1][CH:2]([CH3:3])[PH:4]([OH:5])=[O:6].[cH:13]1[cH:14][cH:15][cH:16][cH:17][cH:18]1>>[OH:1][CH:2]([CH3:3])[PH:4](=[O:5])[O:6][CH2:7][CH2:8][CH2:9][CH3:10]. The product is CCOC(=O)C1=C(O)c2cc(Cl)ccc2C2(CCOC2)C1=O. RXN SMILES: [CH3:45][CH2:46][O:47][C:48]([CH3:49])=[O:50].[Cl:20][c:21]1[cH:22][cH:23][c:24]([C:27]2([C:32](=[O:33])[CH:34]([C:35](=[O:36])[O:37][CH2:38][CH3:39])[C:40](=[O:41])[O:42][CH2:43][CH3:44])[CH2:28][O:29][CH2:30][CH2:31]2)[cH:25][cH:26]1.[O:6]=[P:7]12[O:8][P:9]3(=[O:19])[O:10][P:11](=[O:17])([O:12][P:13](=[O:16])([O:14]3)[O:15]1)[O:18]2.[S:1](=[O:2])(=[O:3])([OH:4])[OH:5]>>[Cl:20][c:21]1[cH:22][cH:23][c:24]2[c:25]([cH:26]1)[C:40]([OH:41])=[C:34]([C:35](=[O:36])[O:37][CH2:38][CH3:39])[C:32](=[O:33])[C:27]21[CH2:28][O:29][CH2:30][CH2:31]1. Starting materials: CCOC(C)=O, CCOC(=O)C(C(=O)OCC)C(=O)C1(c2ccc(Cl)cc2)CCOC1, O=P12OP3(=O)OP(=O)(O1)OP(=O)(O2)O3, O=S(=O)(O)O. The reactants are C(C1=CC=CC=C1)OC1=CC=C(C=C1)CC(=O)NC1=C(C=CC(=C1)OC)C1CC2=CC=C(C=C2CC1)OC (2-(4-benzyloxyphenyl)-N-[5-methoxy-2-(6-methoxy-1,2,3,4-tetrahydronaphthalen-2-yl)phenyl]acetamide), C(C1=CC=CC=C1)OC1=CC=C(C=C1)CCNC1=C(C=CC(=C1)OC)C1CC2=CC=C(C=C2CC1)OC ([2-(4-benzyloxyphenyl)ethyl][5-methoxy-2-(6-methoxy-1,2,3,4-tetrahydronaphthalen-2-yl)phenyl]amine). Product: COC=1C=CC(=C(C1)NCCC1=CC=C(C=C1)O)C1CC2=CC=C(C=C2CC1)OC (4-{2-[5-Methoxy-2-(6-methoxy-1,2,3,4-tetrahydronaphthalen-2-yl)phenylamino]ethyl}phenol). As a reaction SMILES: C([O:8][C:9]1[CH:14]=[CH:13][C:12]([CH2:15][C:16]([NH:18][C:19]2[CH:24]=[C:23]([O:25][CH3:26])[CH:22]=[CH:21][C:20]=2[CH:27]2[CH2:36][CH2:35][C:34]3[C:29](=[CH:30][CH:31]=[C:32]([O:37][CH3:38])[CH:33]=3)[CH2:28]2)=O)=[CH:11][CH:10]=1)C1C=CC=CC=1.C(OC1C=CC(CCNC2C=C(OC)C=CC=2C2CCC3C(=CC=C(OC)C=3)C2)=CC=1)C1C=CC=CC=1>>[CH3:26][O:25][C:23]1[CH:22]=[CH:21][C:20]([CH:27]2[CH2:36][CH2:35][C:34]3[C:29](=[CH:30][CH:31]=[C:32]([O:37][CH3:38])[CH:33]=3)[CH2:28]2)=[C:19]([NH:18][CH2:16][CH2:15][C:12]2[CH:11]=[CH:10][C:9]([OH:8])=[CH:14][CH:13]=2)[CH:24]=1. Procedure details: Synthesized from 2-(4-benzyloxyphenyl)-N-[5-methoxy-2-(6-methoxy-1,2,3,4-tetrahydronaphthalen-2-yl)phenyl]acetamide according to an analogous synthetic method to Example 337, [2-(4-benzyloxyphenyl)ethyl][5-methoxy-2-(6-methoxy-1,2,3,4-tetrahydronaphthalen-2-yl)phenyl]amine (2.3 g) was used according to an analogous synthetic method to Example 22 to provide the title compound (1.9 g). Reactants: C(C1=CC=CC=C1)N1CC(OC2(C1)CCN(CC2)C(=O)OC(C)(C)C)C(=O)OC (9-tert-butyl 2-methyl 4-benzyl-1-oxa-4,9-diazaspiro[5.5]undecane-2,9-dicarboxylate), C(=O)[O-].[NH4+] (ammonium formate). Reagents/catalysts: [Pd] (palladium). Run in CCO (EtOH). Conditions: temperature 65 celsius. The product is O1C(CNCC12CCN(CC2)C(=O)OC(C)(C)C)C(=O)OC (9-tert-butyl 2-methyl 1-oxa-4,9-diazaspiro[5.5]undecane-2,9-dicarboxylate). Isolated yield 74.0%. As a reaction SMILES: C([N:8]1[CH2:13][C:12]2([CH2:18][CH2:17][N:16]([C:19]([O:21][C:22]([CH3:25])([CH3:24])[CH3:23])=[O:20])[CH2:15][CH2:14]2)[O:11][CH:10]([C:26]([O:28][CH3:29])=[O:27])[CH2:9]1)C1C=CC=CC=1.C([O-])=O.[NH4+]>CCO.[Pd]>[O:11]1[C:12]2([CH2:18][CH2:17][N:16]([C:19]([O:21][C:22]([CH3:25])([CH3:24])[CH3:23])=[O:20])[CH2:15][CH2:14]2)[CH2:13][NH:8][CH2:9][CH:10]1[C:26]([O:28][CH3:29])=[O:27] |f:1.2|. Procedure details: A mixture of 9-tert-butyl 2-methyl 4-benzyl-1-oxa-4,9-diazaspiro[5.5]undecane-2,9-dicarboxylate (670 mg, 1.66 mmol), ammonium formate (623 mg, 9.936 mmol) and palladium, 10 wt. % on activated carbon (353 mg, 3.31 mmol) in EtOH (5 mL) was heated at 65° C. for 50 minutes. The reaction mixture was cooled to room temperature, filtered and partitioned between EtOAc/1M aq. NaOH. The layers were separated and the organic layer was dried over Na2SO4, filtered and concentrated in vacuo to yield 9-tert-bu... The reactants are BrB(Br)Br, COc1cc2c(=O)c(Cc3ccccn3)cn3c4ccc(Br)cc4c(c1)c23, ClCCl, [Na+], [Na+], O=C([O-])[O-]. Product: O=c1c(Cc2ccccn2)cn2c3ccc(Br)cc3c3cc(O)cc1c32. RXN SMILES: [B:28]([Br:29])([Br:30])[Br:31].[Br:1][c:2]1[cH:3][cH:4][c:5]2[n:6]3[c:7]4[c:8]([cH:9][c:10]([O:15][CH3:16])[cH:11][c:12]4[c:13]2[cH:14]1)[c:17](=[O:27])[c:18]([CH2:20][c:21]1[n:22][cH:23][cH:24][cH:25][cH:26]1)[cH:19]3.[CH2:38]([Cl:39])[Cl:40].[Na+:32].[Na+:33].[O-:34][C:35](=[O:36])[O-:37]>>[Br:1][c:2]1[cH:3][cH:4][c:5]2[n:6]3[c:7]4[c:8]([cH:9][c:10]([OH:15])[cH:11][c:12]4[c:13]2[cH:14]1)[c:17](=[O:27])[c:18]([CH2:20][c:21]1[n:22][cH:23][cH:24][cH:25][cH:26]1)[cH:19]3. The reactants are C(#N)C1=NC(=CC(=C1)CCC(=O)OC(C)(C)C)C (tert-Butyl 3-(2-cyano-6-methyl-4-pyridyl)propanoate), ClC=1C=C(C(C(=O)O)=CC1)S (4-chlorothiosalicylic acid). Solvent: N1=CC=CC=C1 (pyridine). Product: ClC1=CC2=C(C(N=C(S2)C2=NC(=CC(=C2)CCC(=O)OC(C)(C)C)C)=O)C=C1 (tert-Butyl 3-[2-(7-chloro-4-oxo-4H-1,3-benzothiazin-2-yl)-6-methyl-4-pyridyl]propanoate). The yield is 44.3%. RXN SMILES: [C:1]([C:3]1[CH:8]=[C:7]([CH2:9][CH2:10][C:11]([O:13][C:14]([CH3:17])([CH3:16])[CH3:15])=[O:12])[CH:6]=[C:5]([CH3:18])[N:4]=1)#[N:2].[Cl:19][C:20]1[CH:21]=[C:22]([SH:29])[C:23](=[CH:27][CH:28]=1)[C:24](O)=[O:25]>N1C=CC=CC=1>[Cl:19][C:20]1[CH:28]=[CH:27][C:23]2[C:24](=[O:25])[N:2]=[C:1]([C:3]3[CH:8]=[C:7]([CH2:9][CH2:10][C:11]([O:13][C:14]([CH3:15])([CH3:17])[CH3:16])=[O:12])[CH:6]=[C:5]([CH3:18])[N:4]=3)[S:29][C:22]=2[CH:21]=1. Procedure: tert-Butyl 3-(2-cyano-6-methyl-4-pyridyl)propanoate (1.6 g, 6.5 mmol) and 4-chlorothiosalicylic acid (2.4 g, 13.1 mmol) were dissolved in pyridine (20 ml). The mixture was refluxed for 24 hrs. The solvent was evaporated, and residue was subjected to a silica gel column chromatography. The fractions eluted with hexane-ethyl acetate (2:1, v/v) were collected, concentrated and recrystallized from hexane-ethyl acetate to give the titled compound (1.2 g, 46%) as pale yellow crystals.